This data is from the Open Reaction Database (ORD), a public repository of structured organic reaction records. The task is: describe an organic reaction: reactants, conditions, products, and yield Starting materials: CC(=O)OCc1c(Br)cccc1N1CCn2c(cc3c2CC(C)(C)C3)C1=O, O=C([O-])[O-], CN1CCN(c2ccc(Nc3cc(B4OC(C)(C)C(C)(C)O4)cn(C)c3=O)nc2)CC1, COCCOC, [Na+], [Na+], c1ccc(P(c2ccccc2)(c2ccccc2)[Pd](P(c2ccccc2)(c2ccccc2)c2ccccc2)(P(c2ccccc2)(c2ccccc2)c2ccccc2)P(c2ccccc2)(c2ccccc2)c2ccccc2)cc1. Product: CC(=O)OCc1c(-c2cc(Nc3ccc(N4CCN(C)CC4)cn3)c(=O)n(C)c2)cccc1N1CCn2c(cc3c2CC(C)(C)C3)C1=O. RXN SMILES: [C:32]([CH3:33])(=[O:34])[O:35][CH2:36][c:37]1[c:38]([Br:58])[cH:39][cH:40][cH:41][c:42]1[N:43]1[C:44](=[O:57])[c:45]2[cH:46][c:47]3[c:51]([n:52]2[CH2:53][CH2:54]1)[CH2:50][C:49]([CH3:55])([CH3:56])[CH2:48]3.[C:59](=[O:60])([O-:61])[O-:62].[CH3:1][n:2]1[c:3](=[O:31])[c:4]([NH:17][c:18]2[n:19][cH:20][c:21]([N:24]3[CH2:25][CH2:26][N:27]([CH3:30])[CH2:28][CH2:29]3)[cH:22][cH:23]2)[cH:5][c:6]([B:8]2[O:9][C:10]([CH3:11])([CH3:12])[C:13]([CH3:14])([CH3:15])[O:16]2)[cH:7]1.[CH3:65][O:66][CH2:67][CH2:68][O:69][CH3:70].[Na+:63].[Na+:64].[cH:71]1[cH:72][cH:73][c:74]([P:75]([Pd:76]([P:77]([c:78]2[cH:79][cH:80][cH:81][cH:82][cH:83]2)([c:84]2[cH:85][cH:86][cH:87][cH:88][cH:89]2)[c:90]2[cH:91][cH:92][cH:93][cH:94][cH:95]2)([P:96]([c:97]2[cH:98][cH:99][cH:100][cH:101][cH:102]2)([c:103]2[cH:104][cH:105][cH:106][cH:107][cH:108]2)[c:109]2[cH:110][cH:111][cH:112][cH:113][cH:114]2)[P:115]([c:116]2[cH:117][cH:118][cH:119][cH:120][cH:121]2)([c:122]2[cH:123][cH:124][cH:125][cH:126][cH:127]2)[c:128]2[cH:129][cH:130][cH:131][cH:132][cH:133]2)([c:134]2[cH:135][cH:136][cH:137][cH:138][cH:139]2)[c:140]2[cH:141][cH:142][cH:143][cH:144][cH:145]2)[cH:146][cH:147]1>>[CH3:1][n:2]1[c:3](=[O:31])[c:4]([NH:17][c:18]2[n:19][cH:20][c:21]([N:24]3[CH2:25][CH2:26][N:27]([CH3:30])[CH2:28][CH2:29]3)[cH:22][cH:23]2)[cH:5][c:6](-[c:38]2[c:37]([CH2:36][O:35][C:32]([CH3:33])=[O:34])[c:42]([N:43]3[C:44](=[O:57])[c:45]4[cH:46][c:47]5[c:51]([n:52]4[CH2:53][CH2:54]3)[CH2:50][C:49]([CH3:55])([CH3:56])[CH2:48]5)[cH:41][cH:40][cH:39]2)[cH:7]1. Reactants: C(=C)C1=CC=C2C=CC(=NC2=C1)[C@@H](C)OC(=O)[C@H]1NN(CCC1)C([C@H](C)NC([C@H](C(C)C)NC(=O)OC(C)(C)C)=O)=O ((S)-1-[(S)-2-((S)-2-tert-butoxycarbonylamino-3-methyl-butyrylamino)-propionyl]-hexahydro-pyridazine-3-carboxylic acid (R)-1-(7-vinyl-quinolin-2-yl)-ethyl ester), C[Si](C)(C)OS(=O)(=O)C(F)(F)F (trimethylsilyl-trifluoromethanesulfonate), C1(CC1)C[C@@H](C(=O)O)\C=C\C ((E)-(R)-2-cyclopropylmethyl-pent-3-enoic acid), Cl.CN(CCCN=C=NCC)C (N-(3-dimethylaminopropyl)-N′-ethylcarbodiimide hydrochloride), ON1N=NC2=C1C=CC=C2 (1-hydroxybenzotriazole). Run in C(C)#N (acetonitrile), ClCCl (dichloromethane). Run at temperature 0 celsius, time 1.5 hour. The product is C(=C)C1=CC=C2C=CC(=NC2=C1)[C@@H](C)OC(=O)[C@H]1NN(CCC1)C([C@H](C)NC([C@H](C(C)C)NC([C@@H](\C=C\C)CC1CC1)=O)=O)=O ((S)-1-{(S)-2-[(S)-2-((E)-(R)-2-Cyclopropylmethyl-pent-3-enoylamino)-3-methyl-butyrylamino]-propionyl}-hexahydro-pyridazine-3-carboxylic acid (R)-1-(7-vinyl-quinolin-2-yl)-ethyl ester). The yield is 39.3%. Reaction SMILES: [CH:1]([C:3]1[CH:12]=[C:11]2[C:6]([CH:7]=[CH:8][C:9]([C@H:13]([O:15][C:16]([C@@H:18]3[CH2:23][CH2:22][CH2:21][N:20]([C:24](=[O:42])[C@@H:25]([NH:27][C:28](=[O:41])[C@@H:29]([NH:33]C(OC(C)(C)C)=O)[CH:30]([CH3:32])[CH3:31])[CH3:26])[NH:19]3)=[O:17])[CH3:14])=[N:10]2)=[CH:5][CH:4]=1)=[CH2:2].C[Si](OS(C(F)(F)F)(=O)=O)(C)C.[CH:55]1([CH2:58][C@H:59](/[CH:63]=[CH:64]/[CH3:65])[C:60]([OH:62])=O)[CH2:57][CH2:56]1.Cl.CN(C)CCCN=C=NCC.ON1C2C=CC=CC=2N=N1>ClCCl.C(#N)C>[CH:1]([C:3]1[CH:12]=[C:11]2[C:6]([CH:7]=[CH:8][C:9]([C@H:13]([O:15][C:16]([C@@H:18]3[CH2:23][CH2:22][CH2:21][N:20]([C:24](=[O:42])[C@@H:25]([NH:27][C:28](=[O:41])[C@@H:29]([NH:33][C:60](=[O:62])[C@H:59]([CH2:58][CH:55]4[CH2:56][CH2:57]4)/[CH:63]=[CH:64]/[CH3:65])[CH:30]([CH3:31])[CH3:32])[CH3:26])[NH:19]3)=[O:17])[CH3:14])=[N:10]2)=[CH:5][CH:4]=1)=[CH2:2] |f:3.4|. Reported procedure: A cooled (0° C.) solution of (S)-1-[(S)-2-((S)-2-tert-butoxycarbonylamino-3-methyl-butyrylamino)-propionyl]-hexahydro-pyridazine-3-carboxylic acid (R)-1-(7-vinyl-quinolin-2-yl)-ethyl ester (340 mg, 0.585 mmol) in anhydrous dichloromethane (20 mL) under nitrogen was treated with trimethylsilyl-trifluoromethanesulfonate (212 μL, 1.17 mmol). After stirring for 1.5 h at 0° C., the reaction was quenched with saturated sodium bicarbonate solution and stirred for 20 minutes. The organic layer was separ... Yields the product CC1(C)OC(C(=O)O)C(c2ccc(-c3cccc(-n4cc(C(=O)NC5CC5)c(=O)c5cccnc54)c3)cc2)O1. The reactants are CCOC(=O)C1OC(C)(C)OC1c1ccc(-c2cccc(-n3cc(C(=O)NC4CC4)c(=O)c4cccnc43)c2)cc1, [Li+], [OH-]. Reaction SMILES: [CH:1]1([NH:4][C:5](=[O:6])[c:7]2[cH:8][n:9](-[c:18]3[cH:19][c:20](-[c:24]4[cH:25][cH:26][c:27]([CH:30]5[CH:31]([C:37](=[O:38])[O:39][CH2:40][CH3:41])[O:32][C:33]([CH3:35])([CH3:36])[O:34]5)[cH:28][cH:29]4)[cH:21][cH:22][cH:23]3)[c:10]3[n:11][cH:12][cH:13][cH:14][c:15]3[c:16]2=[O:17])[CH2:2][CH2:3]1.[Li+:43].[OH-:42]>>[CH:1]1([NH:4][C:5](=[O:6])[c:7]2[cH:8][n:9](-[c:18]3[cH:19][c:20](-[c:24]4[cH:25][cH:26][c:27]([CH:30]5[CH:31]([C:37](=[O:38])[OH:39])[O:32][C:33]([CH3:35])([CH3:36])[O:34]5)[cH:28][cH:29]4)[cH:21][cH:22][cH:23]3)[c:10]3[n:11][cH:12][cH:13][cH:14][c:15]3[c:16]2=[O:17])[CH2:2][CH2:3]1. The reactants are BrCC1OC1 (2-bromomethyl-oxirane), C(=O)([O-])[O-].[K+].[K+] (K2CO3), C(Cl)Cl.CO (DCM MeOH), C(C1=CC=CC=C1)N1CCNCC1 (1-benzyl-piperazine). Run in C(C)#N (ACN), C(C)#N (ACN). Run at time 24 hour. Yields the product C(C1=CC=CC=C1)N1CCN(CC1)CC1OC1 ((±)-1-Benzyl-4-oxiranylmethyl-piperazine). The yield is 83.8%. Reaction SMILES: Br[CH2:2][CH:3]1[CH2:5][O:4]1.C([O-])([O-])=O.[K+].[K+].[CH2:12]([N:19]1[CH2:24][CH2:23][NH:22][CH2:21][CH2:20]1)[C:13]1[CH:18]=[CH:17][CH:16]=[CH:15][CH:14]=1.C(Cl)Cl.CO>C(#N)C>[CH2:12]([N:19]1[CH2:24][CH2:23][N:22]([CH2:2][CH:3]2[CH2:5][O:4]2)[CH2:21][CH2:20]1)[C:13]1[CH:14]=[CH:15][CH:16]=[CH:17][CH:18]=1 |f:1.2.3,5.6|. Procedure details: To a solution of 2-bromomethyl-oxirane (2.3 mL, 27.5 mmol) in 40 mL of ACN are added K2CO3 (3.8 g, 27.5 mmol) and a solution of 1-benzyl-piperazine (5.81 g, 25 mmol) in 60 mL of ACN. After 24 hr at rt the reaction is judged to be completed by tlc monitoring (SiO2, DCM:MeOH 20:1). The reaction mixture is filtered off and the filtrate is concentrated in vacuo. Flash chromatography on a 7×15 cm2 column of SiO2 using DCM:MeOH (20:1) as eluting solvent and removal of the solvent gives the title compo... Reactants: IC1=CC=C(C=C1)C(=O)N1CCN(CC1)C1=NC(=C(C=C1C)C)C ((4-iodophenyl)[4-(3,5,6-trimethylpyridin-2-yl)piperazin-1-yl]methanone), COC1=CC=C(CN2C(N(C(C2)C)C2=CC=C(C=C2)C(=O)N2CCN(CC2)C2=NC(=C(C=C2C)C)C)=O)C=C1 (1-(4-methoxybenzyl)-4-methyl-3-{4-[4-(3,5,6-trimethylpyridin-2-yl)piperazine-1-carbonyl]phenyl}imidazolidin-2-one), COC1=CC=C(CN2C(NC(C2)C)=O)C=C1 (1-(4-methoxybenzyl)-4-methylimidazolidin-2-one). The product is CC1CNC(N1C1=CC=C(C=C1)C(=O)N1CCN(CC1)C1=NC(=C(C=C1C)C)C)=O (5-methyl-1-{4-[4-(3,5,6-trimethylpyridin-2-yl)piperazine-1-carbonyl]phenyl}imidazolidin-2-one). RXN SMILES: IC1C=CC(C(N2CCN(C3C(C)=CC(C)=C(C)N=3)CC2)=O)=CC=1.COC1C=CC(CN2CC(C)NC2=O)=CC=1.COC1C=CC(C[N:48]2[CH2:52][CH:51]([CH3:53])[N:50]([C:54]3[CH:59]=[CH:58][C:57]([C:60]([N:62]4[CH2:67][CH2:66][N:65]([C:68]5[C:73]([CH3:74])=[CH:72][C:71]([CH3:75])=[C:70]([CH3:76])[N:69]=5)[CH2:64][CH2:63]4)=[O:61])=[CH:56][CH:55]=3)[C:49]2=[O:77])=CC=1>>[CH3:53][CH:51]1[N:50]([C:54]2[CH:55]=[CH:56][C:57]([C:60]([N:62]3[CH2:63][CH2:64][N:65]([C:68]4[C:73]([CH3:74])=[CH:72][C:71]([CH3:75])=[C:70]([CH3:76])[N:69]=4)[CH2:66][CH2:67]3)=[O:61])=[CH:58][CH:59]=2)[C:49](=[O:77])[NH:48][CH2:52]1. Procedure: Using (4-iodophenyl)[4-(3,5,6-trimethylpyridin-2-yl)piperazin-1-yl]methanone (174 mg) described in Preparation Example 120 and 1-(4-methoxybenzyl)-4-methylimidazolidin-2-one (106 mg) described in Preparation Example 52 and by the reaction and treatment in the same manner as in Example 506, the title compound (135 mg) was obtained via 1-(4-methoxybenzyl)-4-methyl-3-{4-[4-(3,5,6-trimethylpyridin-2-yl)piperazine-1-carbonyl]phenyl}imidazolidin-2-one. Starting materials: C[Li] (methyllithium), ClC(=O)OCC(C)=C (methallyl chloroformate), O (water), CC(C)C(CC)(O)C (2,3-dimethylpentan-3-ol). Solvent: C(C)OCC (diethyl ether), O1CCCC1 (tetrahydrofuran), O1CCCC1 (tetrahydrofuran). Run at temperature 0 celsius, time 18 hour. Product: C(OC(C(C)C)(CC)C)(OCC(C)=C)=O (2,3-Dimethylpent-3-yl Methallyl Carbonate). Isolated yield 94.6%. As a reaction SMILES: [CH3:1][CH:2]([C:4]([CH3:8])([OH:7])[CH2:5][CH3:6])[CH3:3].C[Li].Cl[C:12]([O:14][CH2:15][C:16](=[CH2:18])[CH3:17])=[O:13].O>O1CCCC1.C(OCC)C>[C:12](=[O:13])([O:14][CH2:15][C:16](=[CH2:17])[CH3:18])[O:7][C:4]([CH3:8])([CH2:5][CH3:6])[CH:2]([CH3:3])[CH3:1]. Procedure details: To a solution of 13.94 grams (0.12 mole) of 2,3-dimethylpentan-3-ol in 75 milliliters of anhydrous tetrahydrofuran at 0° C under a nitrogen atmosphere was added with stirring one equivalent of methyllithium in diethyl ether. Then 19.31 grams (0.14 mole) of methallyl chloroformate in 25 milliliters of anhydrous tetrahydrofuran was added. During additions the temperature was maintained at 0° C. Cooling was discontinued and the reaction mixture was stirred for about 18 hours. The reaction mixture w... The product is CCc1ccc(C(=O)OC)cc1F. Reaction SMILES: [CH3:14][CH2:15][OH:16].[F:1][c:2]1[cH:3][c:4]([C:5](=[O:6])[O:7][CH3:8])[cH:9][cH:10][c:11]1[CH:12]=[CH2:13]>>[F:1][c:2]1[cH:3][c:4]([C:5](=[O:6])[O:7][CH3:8])[cH:9][cH:10][c:11]1[CH2:12][CH3:13]. Starting materials: CCO, C=Cc1ccc(C(=O)OC)cc1F.